Dataset: the Open Reaction Database (ORD), a public repository of structured organic reaction records. Task: describe an organic reaction: reactants, conditions, products, and yield Reactants: C(C)(C)(C)OC(NC=1N(C(C([C@@](N1)(C)C1=C(C=CC(=C1)N)F)(C)C)=O)C)=O ([(S)-4-(5-amino-2-fluoro-phenyl)-1,4,5,5-tetramethyl-6-oxo-1,4,5,6-tetrahydro-pyrimidin-2-yl]-carbamic acid tert-butyl ester), C(C)(C)(C)OC(NC=1N(C(C([C@@](N1)(C)C1=C(C=CC(=C1)N)F)(C)C)=O)C)=O ([(S)-4-(5-amino-2-fluoro-phenyl)-1,4,5,5-tetramethyl-6-oxo-1,4,5,6-tetrahydro-pyrimidin-2-yl]-carbamic acid tert-butyl ester), FC(C1(CCC1)C(=O)O)(F)F (1-trifluoromethyl-cyclobutanecarboxylic acid). Product: NC=1N(C(C([C@@](N1)(C)C=1C=C(C=CC1F)NC(=O)C1(CCC1)C(F)(F)F)(C)C)=O)C (1-Trifluoromethyl-cyclobutanecarboxylic acid [3-((S)-2-amino-1,4,5,5-tetramethyl-6-oxo-1,4,5,6-tetrahydro-pyrimidin-4-yl)-4-fluoro-phenyl]-amide). Reaction SMILES: C(OC(=O)[NH:7][C:8]1[N:9]([CH3:26])[C:10](=[O:25])[C:11]([CH3:24])([CH3:23])[C@:12]([C:15]2[CH:20]=[C:19]([NH2:21])[CH:18]=[CH:17][C:16]=2[F:22])([CH3:14])[N:13]=1)(C)(C)C.[F:28][C:29]([F:38])([F:37])[C:30]1([C:34](O)=[O:35])[CH2:33][CH2:32][CH2:31]1>>[NH2:7][C:8]1[N:9]([CH3:26])[C:10](=[O:25])[C:11]([CH3:24])([CH3:23])[C@:12]([C:15]2[CH:20]=[C:19]([NH:21][C:34]([C:30]3([C:29]([F:38])([F:37])[F:28])[CH2:33][CH2:32][CH2:31]3)=[O:35])[CH:18]=[CH:17][C:16]=2[F:22])([CH3:14])[N:13]=1. Procedure details: The coupling of [(S)-4-(5-amino-2-fluoro-phenyl)-1,4,5,5-tetramethyl-6-oxo-1,4,5,6-tetrahydro-pyrimidin-2-yl]-carbamic acid tert-butyl ester (intermediate F2) and 1-trifluoromethyl-cyclobutanecarboxylic acid followed by deprotection of the intermediate yielded the title compound as a white solid. MS (ESI): m/z=429.3 [M+H]+. Starting materials: CCC=C(CCC)C(=O)O, CCC=C(CCC)C(=O)OCC, CC=CC(CCC)C(=O)O, CO, [Na+], [OH-]. The product is CCC=C(CCC)C(=O)O. Reaction SMILES: [CH2:15]([C:16](=[CH:17][CH2:18][CH3:19])[C:20]([OH:21])=[O:22])[CH2:23][CH3:24].[CH2:1]([CH3:2])[O:3][C:4]([C:5](=[CH:6][CH2:7][CH3:8])[CH2:9][CH2:10][CH3:11])=[O:12].[CH2:25]([CH:26]([CH:27]=[CH:28][CH3:29])[C:30]([OH:31])=[O:32])[CH2:33][CH3:34].[CH3:35][OH:36].[Na+:14].[OH-:13]>>[O:3]=[C:4]([C:5](=[CH:6][CH2:7][CH3:8])[CH2:9][CH2:10][CH3:11])[OH:12]. Starting materials: COC([C@H](CC1=CC=C(C=C1)C1=CC=C(C=C1)Cl)NC(=O)[C@H]1N(CC=2C=C3O[C@@H](C(N(C3=CC2C1)C)=O)C1=CC=C(C=C1)O)[C@@H](CC)C1=CC=CC=C1)=O ((S)-3-(4′-chloro, -biphenyl-4-yl)-2-{[(3R,7S)-3-(4-hydroxy-phenyl)-1-methyl-2-oxo-6-((S)-1-phenyl-propyl)-2,3,5,6,7,8-hexahydro-1H-4-oxa-1,6-diaza-anthracene-7-carbonyl]-amino}-propionic acid methyl ester), COC([C@H](CC1=CC=C(C=C1)C1=CC=C(C=C1)Cl)NC(=O)[C@H]1N(CC=2C=C3O[C@@H](C(N(C3=CC2C1)C)=O)C1=CC=C(C=C1)OCC1=CC(=C(C=C1)Cl)Cl)[C@@H](CC)C1=CC=CC=C1)=O ((S)-3-(4′-chloro-biphenyl-4-yl)-2-{[(3R,7S)-3-[4-(3,4-dichloro-benzyloxy)-phenyl]-1-methyl-2-oxo-6-((S)-1-phenyl-propyl)-2,3,5,6,7,8-hexahydro-1H-4-oxa-1,6-diaza-anthracene-7-carbonyl]-amino}-propionic acid methyl ester), ester. The product is ClC1=CC=C(C=C1)C1=CC=C(C=C1)C[C@@H](C(=O)O)NC(=O)[C@H]1N(CC=2C=C3O[C@@H](C(N(C3=CC2C1)C)=O)C1=CC=C(C=C1)OCC1=CC(=C(C=C1)Cl)Cl)[C@@H](CC)C1=CC=CC=C1 ((S)-3-(4′-Chloro-biphenyl-4-yl)-2-{[(3R,7S)-3-[4-(3,4-dichloro-benzyloxy)-phenyl]-1-methyl-2-oxo-6-((S)-1-phenyl-propyl)-2,3,5,6,7,8-hexahydro-1H-4-oxa-1,6-diaza-anthracene-7-carbonyl]-amino}-propionic acid). Yield: 88.0%. RXN SMILES: COC(=O)[C@@H](NC([C@@H]1CC2C=C3C(O[C@H](C4C=CC(O)=CC=4)C(=O)N3C)=CC=2CN1[C@H](C1C=CC=CC=1)CC)=O)CC1C=CC(C2C=CC(Cl)=CC=2)=CC=1.C[O:56][C:57](=[O:117])[C@@H:58]([NH:73][C:74]([C@@H:76]1[CH2:89][C:88]2[CH:87]=[C:86]3[C:81]([O:82][C@H:83]([C:92]4[CH:97]=[CH:96][C:95]([O:98][CH2:99][C:100]5[CH:105]=[CH:104][C:103]([Cl:106])=[C:102]([Cl:107])[CH:101]=5)=[CH:94][CH:93]=4)[C:84](=[O:91])[N:85]3[CH3:90])=[CH:80][C:79]=2[CH2:78][N:77]1[C@H:108]([C:111]1[CH:116]=[CH:115][CH:114]=[CH:113][CH:112]=1)[CH2:109][CH3:110])=[O:75])[CH2:59][C:60]1[CH:65]=[CH:64][C:63]([C:66]2[CH:71]=[CH:70][C:69]([Cl:72])=[CH:68][CH:67]=2)=[CH:62][CH:61]=1>>[Cl:72][C:69]1[CH:70]=[CH:71][C:66]([C:63]2[CH:62]=[CH:61][C:60]([CH2:59][C@H:58]([NH:73][C:74]([C@@H:76]3[CH2:89][C:88]4[CH:87]=[C:86]5[C:81]([O:82][C@H:83]([C:92]6[CH:97]=[CH:96][C:95]([O:98][CH2:99][C:100]7[CH:105]=[CH:104][C:103]([Cl:106])=[C:102]([Cl:107])[CH:101]=7)=[CH:94][CH:93]=6)[C:84](=[O:91])[N:85]5[CH3:90])=[CH:80][C:79]=4[CH2:78][N:77]3[C@H:108]([C:111]3[CH:112]=[CH:113][CH:114]=[CH:115][CH:116]=3)[CH2:109][CH3:110])=[O:75])[C:57]([OH:117])=[O:56])=[CH:65][CH:64]=2)=[CH:67][CH:68]=1. Procedure: (S)-3-(4′-chloro, -biphenyl-4-yl)-2-{[(3R,7S)-3-(4-hydroxy-phenyl)-1-methyl-2-oxo-6-((S)-1-phenyl-propyl)-2,3,5,6,7,8-hexahydro-1H-4-oxa-1,6-diaza-anthracene-7-carbonyl]-amino}-propionic acid methyl ester (74 mg) was converted to (S)-3-(4′-chloro-biphenyl-4-yl)-2-{[(3R,7S)-3-[4-(3,4-dichloro-benzyloxy)-phenyl]-1-methyl-2-oxo-6-((S)-1-phenyl-propyl)-2,3,5,6,7,8-hexahydro-1H-4-oxa-1,6-diaza-anthracene-7-carbonyl]-amino}-propionic acid methyl ester (60 mg) using general procedure K. This ester upon... The reactants are CI, CC(C)=O, Cn1c(-c2ccccc2F)n[nH]c1=S, [K+], [K+], O=C([O-])[O-]. Yields the product CSc1nnc(-c2ccccc2F)n1C. RXN SMILES: [CH3:21][I:22].[CH3:23][C:24](=[O:25])[CH3:26].[F:1][c:2]1[c:3](-[c:8]2[n:9]([CH3:14])[c:10](=[S:13])[nH:11][n:12]2)[cH:4][cH:5][cH:6][cH:7]1.[K+:15].[K+:16].[O-:17][C:18]([O-:19])=[O:20]>>[F:1][c:2]1[c:3](-[c:8]2[n:9]([CH3:14])[c:10]([S:13][CH3:18])[n:11][n:12]2)[cH:4][cH:5][cH:6][cH:7]1. The reactants are CONC(=O)C=1C=C(C=CC1C)NC1=NC=NN2C1=C(C(=C2)C(=O)NC)C(C)C (4-[[3-[(Methoxyamino)carbonyl]-4-methylphenyl]amino]-N-methyl-5-(1-methylethyl)pyrrolo[2,1-f][1,2,4]triazine-6-carboxamide), N1(CCCC1)CCN (2-pyrrolidin-1-yl-ethylamine). Product: CONC(=O)C=1C=C(C=CC1C)NC1=NC=NN2C1=C(C(=C2)C(=O)NCCN2CCCC2)C(C)C (4-[[3-[(Methoxyamino)carbonyl]-4-methylphenyl]amino]-5-(1-methylethyl)-N-[2-(1-pyrrolidinyl)ethyl]pyrrolo[2,1-f][1,2,4]triazine-6-carboxamide). As a reaction SMILES: [CH3:1][O:2][NH:3][C:4]([C:6]1[CH:7]=[C:8]([NH:13][C:14]2[C:19]3=[C:20]([CH:27]([CH3:29])[CH3:28])[C:21]([C:23]([NH:25][CH3:26])=[O:24])=[CH:22][N:18]3[N:17]=[CH:16][N:15]=2)[CH:9]=[CH:10][C:11]=1[CH3:12])=[O:5].[N:30]1([CH2:35]CN)[CH2:34][CH2:33][CH2:32][CH2:31]1>>[CH3:1][O:2][NH:3][C:4]([C:6]1[CH:7]=[C:8]([NH:13][C:14]2[C:19]3=[C:20]([CH:27]([CH3:29])[CH3:28])[C:21]([C:23]([NH:25][CH2:26][CH2:35][N:30]4[CH2:34][CH2:33][CH2:32][CH2:31]4)=[O:24])=[CH:22][N:18]3[N:17]=[CH:16][N:15]=2)[CH:9]=[CH:10][C:11]=1[CH3:12])=[O:5]. Procedure details: Example 19 was prepared from compound A of Example 18 and 2-pyrrolidin-1-yl-ethylamine by a method analogous to the preparation of Example 18 in similar yields LC/MS; (M+H)+=480.4. Reactants: [C-]#N, CN(C)C(=O)c1cc(I)cnc1Cl, [Li+], C1COCCOCCOCCO1, c1ccccc1, c1ccc(P(c2ccccc2)(c2ccccc2)[Pd](P(c2ccccc2)(c2ccccc2)c2ccccc2)(P(c2ccccc2)(c2ccccc2)c2ccccc2)P(c2ccccc2)(c2ccccc2)c2ccccc2)cc1. Product: CN(C)C(=O)c1cc(C#N)cnc1Cl. Reaction SMILES: [C-:14]#[N:15].[Cl:1][c:2]1[c:3]([C:4](=[O:5])[N:6]([CH3:7])[CH3:8])[cH:9][c:10]([I:13])[cH:11][n:12]1.[Li+:16].[O:17]1[CH2:18][CH2:19][O:20][CH2:21][CH2:22][O:23][CH2:24][CH2:25][O:26][CH2:27][CH2:28]1.[cH:29]1[cH:30][cH:31][cH:32][cH:33][cH:34]1.[cH:35]1[cH:36][cH:37][c:38]([P:39]([Pd:40]([P:41]([c:42]2[cH:43][cH:44][cH:45][cH:46][cH:47]2)([c:48]2[cH:49][cH:50][cH:51][cH:52][cH:53]2)[c:54]2[cH:55][cH:56][cH:57][cH:58][cH:59]2)([P:60]([c:61]2[cH:62][cH:63][cH:64][cH:65][cH:66]2)([c:67]2[cH:68][cH:69][cH:70][cH:71][cH:72]2)[c:73]2[cH:74][cH:75][cH:76][cH:77][cH:78]2)[P:79]([c:80]2[cH:81][cH:82][cH:83][cH:84][cH:85]2)([c:86]2[cH:87][cH:88][cH:89][cH:90][cH:91]2)[c:92]2[cH:93][cH:94][cH:95][cH:96][cH:97]2)([c:98]2[cH:99][cH:100][cH:101][cH:102][cH:103]2)[c:104]2[cH:105][cH:106][cH:107][cH:108][cH:109]2)[cH:110][cH:111]1>>[Cl:1][c:2]1[c:3]([C:4](=[O:5])[N:6]([CH3:7])[CH3:8])[cH:9][c:10]([C:14]#[N:15])[cH:11][n:12]1. The reactants are C(CCCC)C1C(OC2=C1C=CC=C2OC2=C(C=CC=C2)C)=O (3-(n-Pentyl)-7-(o-tolyloxy)-2,3-dihydrobenzofuran-2-one), [OH-].[K+] (potassium hydroxide). Solvent: CO (methanol). The product is OC1=C(C=CC=C1OC1=C(C=CC=C1)C)C(C(=O)O)CCCCC (2-[2-hydroxy-3-(o-tolyloxy)phenyl]n-heptanoic acid). Reaction SMILES: [CH2:1]([CH:6]1[C:10]2[CH:11]=[CH:12][CH:13]=[C:14]([O:15][C:16]3[CH:21]=[CH:20][CH:19]=[CH:18][C:17]=3[CH3:22])[C:9]=2[O:8][C:7]1=[O:23])[CH2:2][CH2:3][CH2:4][CH3:5].[OH-:24].[K+]>CO>[OH:8][C:9]1[C:14]([O:15][C:16]2[CH:21]=[CH:20][CH:19]=[CH:18][C:17]=2[CH3:22])=[CH:13][CH:12]=[CH:11][C:10]=1[CH:6]([CH2:1][CH2:2][CH2:3][CH2:4][CH3:5])[C:7]([OH:23])=[O:24] |f:1.2|. Reported procedure: 3-(n-Pentyl)-7-(o-tolyloxy)-2,3-dihydrobenzofuran-2-one was treated with potassium hydroxide in methanol in a similar manner to that of Example 21-(10) to give 2-[2-hydroxy-3-(o-tolyloxy)phenyl]n-heptanoic acid, mp. 113°-114° C. Starting materials: C(=O)NC=1SC=C(N1)CSC1=CC=C(C=C1)[N+](=O)[O-] (2-formylamino-4-(4-nitrophenylthiomethyl)thiazole), [Cl-].[NH4+] (ammonium chloride), C(C)O (ethanol), O (water). Reagents/catalysts: [Fe] (iron). The solvent is O1CCCC1 (tetrahydrofuran). Yields the product C(=O)NC=1SC=C(N1)CSC1=CC=C(C=C1)N (2-formylamino-4-(4-aminophenylthiomethyl)thiazole). Isolated yield 80.9%. Reaction SMILES: [CH:1]([NH:3][C:4]1[S:5][CH:6]=[C:7]([CH2:9][S:10][C:11]2[CH:16]=[CH:15][C:14]([N+:17]([O-])=O)=[CH:13][CH:12]=2)[N:8]=1)=[O:2].[Cl-].[NH4+].C(O)C.O>O1CCCC1.[Fe]>[CH:1]([NH:3][C:4]1[S:5][CH:6]=[C:7]([CH2:9][S:10][C:11]2[CH:16]=[CH:15][C:14]([NH2:17])=[CH:13][CH:12]=2)[N:8]=1)=[O:2] |f:1.2|. Procedure: To a mixture of 2-formylamino-4-(4-nitrophenylthiomethyl)thiazole (2.2 g) and ammonium chloride (0.5 g) in a mixture of tetrahydrofuran (30 ml), ethanol (50 ml) and water (10 ml) was added portionwise the iron powder at 80° C. with stirring. The mixture was refluxed for 2 hours with stirring. The reaction mixture was filtered by suction and the residue was triturated with water. The precipitates were collected by filtration, washed with water and dried in vacuo to give 2-formylamino-4-(4-aminoph...